The task is: describe an organic reaction: reactants, conditions, products, and yield. This data is from the Open Reaction Database (ORD), a public repository of structured organic reaction records. Reactants: C(C)OC(C1=C(C=CC(=C1)[N+](=O)[O-])F)=O (2-fluoro-5-nitro-benzic acid ethylester), CO (MeOH), O1CC(CC1)O (tetrahydrofuran-3-ol), CC(C)(C)[O-].[K+] (KOtBu). The reagents and catalysts are [Pd] (Pd/C). Run in CN(C)C=O (DMF), C1CCOC1 (THF). Yields the product C(C)OC(C1=C(C=CC(=C1)N)OC1COCC1)=O (5-Amino-2-(tetrahydrofuran-3-yloxy)-benzoic acid ethylester). RXN SMILES: [CH2:1]([O:3][C:4](=[O:15])[C:5]1[CH:10]=[C:9]([N+:11]([O-])=O)[CH:8]=[CH:7][C:6]=1F)[CH3:2].[O:16]1[CH2:20][CH2:19][CH:18]([OH:21])[CH2:17]1.CC([O-])(C)C.[K+].CO>CN(C=O)C.[Pd].C1COCC1>[CH2:1]([O:3][C:4](=[O:15])[C:5]1[CH:10]=[C:9]([NH2:11])[CH:8]=[CH:7][C:6]=1[O:21][CH:18]1[CH2:19][CH2:20][O:16][CH2:17]1)[CH3:2] |f:2.3|. Procedure: Prepared analogously to example 53a with 2-fluoro-5-nitro-benzic acid ethylester (1 g; 4.69 mmol); tetrahydrofuran-3-ol (379 μL; 4.69 mmol); KOtBu (578 mg; 5.16 mmol) in DMF and for step ii) 10 mL MeOH; 5 mL THF and Pd/C (40 mg), H2 (3 bar). Starting materials: [Al+3], C1CCOC1, COC(=O)c1cc(OC)c2c(c1)OCO2, [H-], [H-], [H-], [H-], [Li+], [Na+], [OH-], O. The product is COc1cc(CO)cc2c1OCO2. Reaction SMILES: [Al+3:17].[CH2:25]1[O:26][CH2:27][CH2:28][CH2:29]1.[CH3:1][O:2][c:3]1[cH:4][c:5]([C:12](=[O:13])[O:14][CH3:15])[cH:6][c:7]2[c:8]1[O:9][CH2:10][O:11]2.[H-:16].[H-:19].[H-:20].[H-:21].[Li+:18].[Na+:24].[OH-:23].[OH2:22]>>[CH3:1][O:2][c:3]1[cH:4][c:5]([CH2:12][OH:13])[cH:6][c:7]2[c:8]1[O:9][CH2:10][O:11]2. The reactants are N(N)C=1N=C2C(=NC1)N(C=C2)S(=O)(=O)C2=CC=C(C)C=C2 (2-hydrazinyl-5-tosyl-5H-pyrrolo[2,3-b]pyrazine), O1CCC(CC1)C=O (tetrahydro-2H-pyran-4-carbaldehyde), [OH-].[Na+] (NaOH), C(C)(=O)O.C(C)(=O)O.IC1=CC=CC=C1 (iodobenzene diacetate). The solvent is CO (MeOH), C(Cl)Cl (DCM). Reaction conditions: time 15 minute. Yields the product O1CCC(CC1)C1=NN=C2N1C1=C(N=C2)NC=C1 (1-(tetrahydro-2H-pyran-4-yl)-6H-pyrrolo[2,3-e][1, 2, 4]triazolo[4,3-a]pyrazine). The yield is 34.9%. RXN SMILES: [NH:1]([C:3]1[N:4]=[C:5]2[CH:11]=[CH:10][N:9](S(C3C=CC(C)=CC=3)(=O)=O)[C:6]2=[N:7][CH:8]=1)[NH2:2].[O:22]1[CH2:27][CH2:26][CH:25]([CH:28]=O)[CH2:24][CH2:23]1.C(O)(=O)C.C(O)(=O)C.IC1C=CC=CC=1.[OH-].[Na+]>CO.C(Cl)Cl>[O:22]1[CH2:27][CH2:26][CH:25]([C:28]2[N:4]3[C:5]4[CH:11]=[CH:10][NH:9][C:6]=4[N:7]=[CH:8][C:3]3=[N:1][N:2]=2)[CH2:24][CH2:23]1 |f:2.3.4,5.6|. Procedure: To a solution of 2-hydrazinyl-5-tosyl-5H-pyrrolo[2,3-b]pyrazine (0.100 g, 0.330 mmol, Preparation #9) in MeOH (2 mL) was added tetrahydro-2H-pyran-4-carbaldehyde (0.038 g, 0.330 mmol, J&W PharmLab) in DCM (1 mL). The reaction mixture was stirred at ambient temperature for about 2 h before iodobenzene diacetate (0.106 g, 0.330 mmol) was added. The reaction mixture was stirred at ambient temperature for about 15 min before it was concentrated to constant weight. To the residue was added MeOH (2 mL... Starting materials: OO (hydrogen peroxide), [H-].[Na+] (sodium hydride), N1C(=O)C(=O)C2=CC=CC=C12 (isatin), C(CCC)O (n-butanol). The solvent is CN(C=O)C (dimethylformamide). Reaction conditions: time 1 hour. Product: C(C=1C(N)=CC=CC1)(=O)OCCCC (n-butyl anthranilate). Isolated yield 56.0%. RXN SMILES: [H-].[Na+].[NH:3]1[C:13]2[C:8](=[CH:9][CH:10]=[CH:11][CH:12]=2)[C:6](=[O:7])C1=O.[CH2:14](O)[CH2:15][CH2:16][CH3:17].[OH:19]O>CN(C)C=O>[C:6]([O:7][CH2:14][CH2:15][CH2:16][CH3:17])(=[O:19])[C:8]1[C:13](=[CH:12][CH:11]=[CH:10][CH:9]=1)[NH2:3] |f:0.1|. Procedure details: 8.6 parts of 50 percent strength by weight sodium hydride are added to 14.7 parts of isatin in 250 parts of n-butanol and 100 parts of dimethylformamide at 25° C. After one hour, 8 parts of 50 percent strength by weight hydrogen peroxide solution are slowly added to the violet solution, and the temperature is allowed to rise to 50° C. The mixture is then stirred for one hour and is worked up as described in Example 1. 10.8 parts (56% of theory) of n-butyl anthranilate are obtained. Reactants: CC(CC(=O)O)C(CCC(=C)C)=O (3,7-dimethyl-4-oxo-7-octenoic acid), C(C)(=O)OC(C)=O (acetic anhydride). Yields the product CC1=CC(=O)OC1CC=C(C)C (3,7-dimethyl-2,6-octadien-4-olide). RXN SMILES: [CH3:1][CH:2]([C:7](=[O:13])[CH2:8][CH2:9][C:10]([CH3:12])=[CH2:11])[CH2:3][C:4]([OH:6])=O.C(OC(=O)C)(=O)C>>[CH3:1][C:2]1[CH:7]([CH2:8][CH:9]=[C:10]([CH3:11])[CH3:12])[O:13][C:4](=[O:6])[CH:3]=1. Procedure details: The thus-obtained 3,7-dimethyl-4-oxo-7-octenoic acid is then dissolved in a solvent and an equivalent amount or a somewhat excessive amount of acetic anhydride is added thereto and heated under reflux in the presence of an acid catalyst, whereby the acid is cyclized and dehydrated along with isomerization of the terminal double bond to give 3,7-dimethyl-2,6-octadien-4-olide. As the solvent in this process, usable is a hydrocarbon solvent such as pentane, hexane, heptane, benzene, toluene, xylene... Starting materials: S(=O)(=O)(C1=CC=C(C)C=C1)OC1CCC=2NC3=CC=CC=C3C2C1 (3-tosyloxy-1,2,3,4-tetrahydrocarbazole), C([O-])(O)=O.[Na+] (sodium bicarbonate), CN (methylamine), C(C)OCCO (2-ethoxyethanol). Reaction conditions: time 8 hour. Yields the product CNC1CCC=2NC3=CC=CC=C3C2C1 (3-(Methylamino)-1,2,3,4-tetrahydrocarbazole). As a reaction SMILES: S(O[CH:12]1[CH2:24][C:23]2[C:22]3[C:17](=[CH:18][CH:19]=[CH:20][CH:21]=3)[NH:16][C:15]=2[CH2:14][CH2:13]1)(C1C=CC(C)=CC=1)(=O)=O.[CH3:25][NH2:26].C(OCCO)C.C(=O)(O)[O-].[Na+]>>[CH3:25][NH:26][CH:12]1[CH2:24][C:23]2[C:22]3[C:17](=[CH:18][CH:19]=[CH:20][CH:21]=3)[NH:16][C:15]=2[CH2:14][CH2:13]1 |f:3.4|. Reported procedure: A mixture of 17 g. of 3-tosyloxy-1,2,3,4-tetrahydrocarbazole and 25 g. of 40% methylamine in 200 ml. of 2-ethoxyethanol containing 5 g. of sodium bicarbonate was heated on a steam bath for one hour then left standing overnight at room temperature. The solvent was removed by distillation and the residue taken up in ether and the mixture filtered. Evaporation of the filtrate gave a residue which crystallized upon trituration with ether. The 3-(methylamino)-1,2,3,4-tetrahydrocarbazole thus obtained... Product: C1(=C(C=CC=C1)CCC(=O)OC1=CC=CC=C1)C (Phenyl 3-(o-tolyl)propanoate). As a reaction SMILES: [C:1]1([OH:7])[CH:6]=[CH:5][CH:4]=[CH:3][CH:2]=1.[C:8]1([CH3:19])[CH:13]=[CH:12][CH:11]=[CH:10][C:9]=1[CH2:14][CH2:15][C:16](Cl)=[O:17]>>[C:8]1([CH3:19])[CH:13]=[CH:12][CH:11]=[CH:10][C:9]=1[CH2:14][CH2:15][C:16]([O:7][C:1]1[CH:6]=[CH:5][CH:4]=[CH:3][CH:2]=1)=[O:17]. The reactants are C1(=CC=CC=C1)O (phenol), C1(=C(C=CC=C1)CCC(=O)Cl)C (3-o-tolylpropanoyl chloride), crude product. Isolated yield 91.9%. Procedure: The procedure as described in Example 4a) was repeated with phenol (48 mmol) and 3-o-tolylpropanoyl chloride (55 mmol). The crude product (12.4 g, 97%) was short path distilled at 127-129° C./0.05 mbar to yield 10.6 g (93%) of product as a colourless, semicrystalline oil. RXN SMILES: [Cl:1][C:2]1[CH:10]=[CH:9][C:5]([C:6]([OH:8])=[O:7])=[C:4]([O:11][CH3:12])[CH:3]=1.[CH3:13]O>OS(O)(=O)=O>[Cl:1][C:2]1[CH:10]=[CH:9][C:5]([C:6]([O:8][CH3:13])=[O:7])=[C:4]([O:11][CH3:12])[CH:3]=1. The solvent is OS(=O)(=O)O (H2SO4). Procedure: A suspension of 4-chloro-2-methoxybenzoic acid (5 g, 27 mmol) in MeOH (18 mL) and conc. H2SO4 (1.5 mL) was refluxed overnight. MeOH was evaporated and the residue was extracted to EtOAc and successively washed with water and brine, dried over MgSO4, filtered and evaporated to give methyl 4-chloro-2-methoxybenzoate as a white solid (5.17 g, 96%). The product is ClC1=CC(=C(C(=O)OC)C=C1)OC (methyl 4-chloro-2-methoxybenzoate). The reactants are ClC1=CC(=C(C(=O)O)C=C1)OC (4-chloro-2-methoxybenzoic acid), CO (MeOH). The yield is 96.0%. The reactants are O (Water), C([O-])([O-])=O.[Cs+].[Cs+] (cesium carbonate), Cl.ClCCN1CCCCC1 (1-(2-chloroethyl)piperidine hydrochloride), C(C)N(C=1C=C(C(C=O)=CC1)O)CC (4-diethylaminosalicylaldehyde). Solvent: C(C)(=O)OCC (ethyl acetate), C(C)#N (acetonitrile). Run at temperature 80 celsius, time 4 hour. Product: C(C)N(C1=CC(=C(C=O)C=C1)OCCN1CCCCC1)CC (4-diethylamino-2-[2-(1-piperidyl)ethoxy]benzaldehyde). As a reaction SMILES: [CH2:1]([N:3]([CH2:13][CH3:14])[C:4]1[CH:5]=[C:6]([OH:12])[C:7](=[CH:10][CH:11]=1)[CH:8]=[O:9])[CH3:2].C(=O)([O-])[O-].[Cs+].[Cs+].Cl.Cl[CH2:23][CH2:24][N:25]1[CH2:30][CH2:29][CH2:28][CH2:27][CH2:26]1.O>C(#N)C.C(OCC)(=O)C>[CH2:13]([N:3]([CH2:1][CH3:2])[C:4]1[CH:11]=[CH:10][C:7]([CH:8]=[O:9])=[C:6]([O:12][CH2:23][CH2:24][N:25]2[CH2:30][CH2:29][CH2:28][CH2:27][CH2:26]2)[CH:5]=1)[CH3:14] |f:1.2.3,4.5|. Procedure details: In 90 mL of acetonitrile was dissolved 2.8 g (14.6 mmol) of 4-diethylaminosalicylaldehyde. To this solution were added 14.3 g (43.8 mmol) of cesium carbonate and 2.8 g (15.3 mmol) of 1-(2-chloroethyl)piperidine hydrochloride at room temperature and the mixture was stirred at 80° C. for 4 hours. Water (150 mL) was added to the resulting reaction mixture and extraction with ethyl acetate (100 mL×3) was performed. The combined organic layer was dried over anhydrous sodium sulfate. After filtration,...